This data is from the Open Reaction Database (ORD), a public repository of structured organic reaction records. The task is: describe an organic reaction: reactants, conditions, products, and yield Starting materials: ClCC1(N=C(SC1)CN(C)C)O (4-chloromethyl-4-hydroxy-2-dimethylaminomethyl-2-thiazoline), S(=O)(Cl)Cl (thionyl chloride). Run in ClCCCl (1,2-dichloroethane), ClCCCl (1,2-dichloroethane). Reaction conditions: time 8 hour. Yields the product Cl.ClCC=1N=C(SC1)CN(C)C (4-Chloromethyl-2-dimethylaminomethylthiazole, hydrochloride). Reaction SMILES: [Cl:1][CH2:2][C:3]1(O)[CH2:7][S:6][C:5]([CH2:8][N:9]([CH3:11])[CH3:10])=[N:4]1.S(Cl)(Cl)=O>ClCCCl>[ClH:1].[Cl:1][CH2:2][C:3]1[N:4]=[C:5]([CH2:8][N:9]([CH3:11])[CH3:10])[S:6][CH:7]=1 |f:3.4|. Procedure: Ten g. of 4-chloromethyl-4-hydroxy-2-dimethylaminomethyl-2-thiazoline was dissolved in 50 ml. of 1,2-dichloroethane, and to it was added 8.6 g. of thionyl chloride dissolved in 30 ml. of 1,2-dichloroethane. The mixture was stirred at ambient temperature overnight, and then was stirred at 35° for 35 minutes and then for 1 hour at 50°. The mixture was cooled to 5° and filtered, and the solids were washed with 1,2-dichloroethane, and then were slurried in 20 ml. of methanol and 50 ml. of ethyl acet... The reactants are FC1=C(C=C(C(=O)O)C=C1)C(F)(F)F (4-fluoro-3-trifluoromethylbenzoic acid), S(=O)(Cl)Cl (thionyl chloride). The reagents and catalysts are CN(C)C=O (DMF). Solvent: C1(=CC=CC=C1)C (toluene). Product: FC1=C(C=C(C(=O)Cl)C=C1)C(F)(F)F (4-Fluoro-3-trifluoromethylbenzoyl Chloride). RXN SMILES: [F:1][C:2]1[CH:10]=[CH:9][C:5]([C:6](O)=[O:7])=[CH:4][C:3]=1[C:11]([F:14])([F:13])[F:12].S(Cl)([Cl:17])=O>CN(C=O)C.C1(C)C=CC=CC=1>[F:1][C:2]1[CH:10]=[CH:9][C:5]([C:6]([Cl:17])=[O:7])=[CH:4][C:3]=1[C:11]([F:14])([F:13])[F:12]. Procedure: 1.5 g of 4-fluoro-3-trifluoromethylbenzoic acid, 0.65 ml of thionyl chloride and two drops of DMF are heated under reflux for 12 h in 17 ml of toluene and the mixture is subsequently concentrated and used without further purification. Starting materials: C1(=CC=CS1)C(=O)C1=CC=C(C(C(=O)O)C)C=C1 (p-(2-thenoyl)hydratropic acid), Cl (hydrochloric acid), C(C)O (ethanol). Yields the product C1(=CC=CS1)C(=O)C1=CC=C(C=C1)C(C(=O)OCC)C (ethyl p-(2-thenoyl)-α-methyl-phenylacetate). RXN SMILES: [C:1]1([C:6]([C:8]2[CH:18]=[CH:17][C:11]([CH:12]([CH3:16])[C:13]([OH:15])=[O:14])=[CH:10][CH:9]=2)=[O:7])[S:5][CH:4]=[CH:3][CH:2]=1.Cl.[CH2:20](O)[CH3:21]>>[C:1]1([C:6]([C:8]2[CH:18]=[CH:17][C:11]([CH:12]([CH3:16])[C:13]([O:15][CH2:20][CH3:21])=[O:14])=[CH:10][CH:9]=2)=[O:7])[S:5][CH:4]=[CH:3][CH:2]=1. Procedure details: A mixture of 5.2 parts of p-(2-thenoyl)hydratropic acid, 40 parts of absolute denatured ethanol and 0.5 parts of hydrochloric acid solution is stirred and refluxed for 24 hours. The reaction mixture is evaporated and the residue is taken up in ether. The ethereal solution is shaken with alkaline water, separated and shaken twice with water. The ether phase is dried, filtered and evaporated, yielding ethyl p-(2-thenoyl)hydratropate, also named ethyl p-(2-thenoyl)-α-methyl-phenylacetate, as a resi... Starting materials: Cl, COC=C1CCN(CCOC(c2ccc(F)cc2)c2ccc(F)cc2)CC1, [Na+], C1CCOC1, [OH-], O. Product: O=CC1CCN(CCOC(c2ccc(F)cc2)c2ccc(F)cc2)CC1. Reaction SMILES: [ClH:28].[F:1][c:2]1[cH:3][cH:4][c:5]([CH:8]([O:9][CH2:10][CH2:11][N:12]2[CH2:13][CH2:14][C:15](=[CH:18][O:19][CH3:20])[CH2:16][CH2:17]2)[c:21]2[cH:22][cH:23][c:24]([F:27])[cH:25][cH:26]2)[cH:6][cH:7]1.[Na+:35].[O:29]1[CH2:30][CH2:31][CH2:32][CH2:33]1.[OH-:34].[OH2:36]>>[F:1][c:2]1[cH:3][cH:4][c:5]([CH:8]([O:9][CH2:10][CH2:11][N:12]2[CH2:13][CH2:14][CH:15]([CH:18]=[O:19])[CH2:16][CH2:17]2)[c:21]2[cH:22][cH:23][c:24]([F:27])[cH:25][cH:26]2)[cH:6][cH:7]1. Reactants: CC(C)(CC=CC(=O)O)NC(=O)OC(C)(C)C, CCN(C(C)C)C(C)C, CCN=C=NCCCN(C)C, CN(C)C=O, CCOC(C)=O, ClCCl, Cl, On1nnc2cccnc21, CNC(Cc1ccc2ccccc2c1)C(=O)N(C)CCc1ccccc1NS(=O)(=O)c1ccccc1. Product: CN(CCc1ccccc1NS(=O)(=O)c1ccccc1)C(=O)C(Cc1ccc2ccccc2c1)N(C)C(=O)C=CCC(C)(C)NC(=O)OC(C)(C)C. As a reaction SMILES: [C:13]([CH3:14])([CH3:15])([CH3:16])[O:17][C:18](=[O:19])[NH:20][C:21]([CH2:22][CH:23]=[CH:24][C:25](=[O:26])[OH:27])([CH3:28])[CH3:29].[CH2:84]([N:85]([CH:86]([CH3:87])[CH3:88])[CH:89]([CH3:90])[CH3:91])[CH3:92].[CH3:2][N:3]([CH3:4])[CH2:5][CH2:6][CH2:7][N:8]=[C:9]=[N:10][CH2:11][CH3:12].[CH3:79][N:80]([CH3:81])[CH:82]=[O:83].[CH3:93][CH2:94][O:95][C:96](=[O:97])[CH3:98].[Cl:76][CH2:77][Cl:78].[ClH:1].[OH:30][n:31]1[c:32]2[n:33][cH:34][cH:35][cH:36][c:37]2[n:38][n:39]1.[c:40]1([S:46](=[O:47])(=[O:48])[NH:49][c:50]2[c:51]([CH2:56][CH2:57][N:58]([C:59]([CH:60]([CH2:61][c:62]3[cH:63][c:64]4[cH:65][cH:66][cH:67][cH:68][c:69]4[cH:70][cH:71]3)[NH:72][CH3:73])=[O:74])[CH3:75])[cH:52][cH:53][cH:54][cH:55]2)[cH:41][cH:42][cH:43][cH:44][cH:45]1>>[C:13]([CH3:14])([CH3:15])([CH3:16])[O:17][C:18](=[O:19])[NH:20][C:21]([CH2:22][CH:23]=[CH:24][C:25](=[O:27])[N:72]([CH:60]([C:59]([N:58]([CH2:57][CH2:56][c:51]1[c:50]([NH:49][S:46]([c:40]2[cH:41][cH:42][cH:43][cH:44][cH:45]2)(=[O:47])=[O:48])[cH:55][cH:54][cH:53][cH:52]1)[CH3:75])=[O:74])[CH2:61][c:62]1[cH:63][c:64]2[cH:65][cH:66][cH:67][cH:68][c:69]2[cH:70][cH:71]1)[CH3:73])([CH3:28])[CH3:29]. Reactants: CI, CC1=C(C=CCN(C)C)C(C)(C)CCC1. Product: CC1=C(C=CC[N+](C)(C)C)C(C)(C)CCC1, [I-]. Reaction SMILES: [CH3:16][I:17].[CH3:1][C:2]1=[C:3]([CH:10]=[CH:11][CH2:12][N:13]([CH3:14])[CH3:15])[C:4]([CH3:8])([CH3:9])[CH2:5][CH2:6][CH2:7]1>>[CH3:1][C:2]1=[C:3]([CH:10]=[CH:11][CH2:12][N+:13]([CH3:14])([CH3:15])[CH3:16])[C:4]([CH3:8])([CH3:9])[CH2:5][CH2:6][CH2:7]1.[I-:17].